Dataset: the Open Reaction Database (ORD), a public repository of structured organic reaction records. Task: describe an organic reaction: reactants, conditions, products, and yield The reactants are NCCCN1C=NC=C1 (1-(3-Aminopropyl)imidazole), ClC1=CC=C(OCCC(=O)O)C=C1 (3-(4-chlorophenoxy)propionic acid), ClC1=CC=C(C=C1)O (4-chlorophenol), C1(=CC=CC=C1)O (phenol), O(C1=CC=CC=C1)CCC(=O)O (3-phenoxypropionic acid), C(=O)(N1C=NC=C1)N1C=NC=C1 (1,1′-carbonyldiimidazole). Solvent: C1CCOC1 (THF). Yields the product ClC1=CC=C(OCCC(=O)NCCCN2C=NC=C2)C=C1 (3-(4-chlorophenoxy)-N-[3-(imidazol-1-yl)propyl]propionamide). Reaction SMILES: [Cl:1][C:2]1[CH:13]=[CH:12][C:5]([O:6][CH2:7][CH2:8][C:9]([OH:11])=O)=[CH:4][CH:3]=1.ClC1C=CC(O)=CC=1.C1(O)C=CC=CC=1.O(CCC(O)=O)C1C=CC=CC=1.C(N1C=CN=C1)(N1C=CN=C1)=O.[NH2:53][CH2:54][CH2:55][CH2:56][N:57]1[CH:61]=[CH:60][N:59]=[CH:58]1>C1COCC1>[Cl:1][C:2]1[CH:3]=[CH:4][C:5]([O:6][CH2:7][CH2:8][C:9]([NH:53][CH2:54][CH2:55][CH2:56][N:57]2[CH:61]=[CH:60][N:59]=[CH:58]2)=[O:11])=[CH:12][CH:13]=1. Procedure: A solution of 3-(4-chlorophenoxy)propionic acid (5.0 g, prepared from 4-chlorophenol by the process described in J.A.C.S. 1923, 2708 for the conversion of phenol into 3-phenoxypropionic acid) in THF (90 ml) was treated with 1,1′-carbonyldiimidazole (4.05 g) at room temperature with stirring. The mixture was stirred at ambient temperature for two hours. 1-(3-Aminopropyl)imidazole (3.12 g) was added and the mixture was stirred at ambient temperature for 18 hours. The solvent was distilled off and ... The reactants are COC1=C(C(=O)O)C=C(C=C1)C1N=NN=C1 (2-methoxy-5-(4H-triazol-4-yl)benzoic acid), C(C(=O)Cl)(=O)Cl (oxalyl chloride). Reagents/catalysts: CN(C=O)C (dimethylformamide). Solvent: ClCCl (dichloromethane). Conditions: time 4 hour. Product: COC1=C(C(=O)Cl)C=C(C=C1)C1N=NN=C1 (2-methoxy-5-(4H-triazol-4-yl)benzoyl chloride). RXN SMILES: [CH3:1][O:2][C:3]1[CH:11]=[CH:10][C:9]([CH:12]2[CH:16]=[N:15][N:14]=[N:13]2)=[CH:8][C:4]=1[C:5](O)=[O:6].C(Cl)(=O)C([Cl:20])=O>CN(C)C=O.ClCCl>[CH3:1][O:2][C:3]1[CH:11]=[CH:10][C:9]([CH:12]2[CH:16]=[N:15][N:14]=[N:13]2)=[CH:8][C:4]=1[C:5]([Cl:20])=[O:6]. Procedure: Combine 2-methoxy-5-(4H-triazol-4-yl)benzoic acid (5 mmol) and dichloromethane (40 mL). Add dropwise oxalyl chloride (0.72 mL, 8.25 mmol) followed by dimethylformamide (3 drops). After 4 hours, evaporate invacuo and dry to give the title compound. Starting materials: N1N=CN=C1 (1,2,4-triazole), ClC=1N=C(C2=C(N1)SC(=C2)C(F)(F)F)NCC2=CC=CC=C2 (2-chloro-6-trifluoromethyl-4-benzylamino-thieno-[2,3-d]-pyrimidine). The product is N1(N=CN=C1)C=1N=C(C2=C(N1)SC(=C2)C(F)(F)F)NCC2=CC=CC=C2 (2-(1,2,4-triazol-1-yl)-6-trifluoromethyl-4-benzylamino-thieno-[2,3-d]-pyrimidine). Reaction SMILES: [NH:1]1[CH:5]=[N:4][CH:3]=[N:2]1.Cl[C:7]1[N:8]=[C:9]([NH:20][CH2:21][C:22]2[CH:27]=[CH:26][CH:25]=[CH:24][CH:23]=2)[C:10]2[CH:15]=[C:14]([C:16]([F:19])([F:18])[F:17])[S:13][C:11]=2[N:12]=1>>[N:1]1([C:7]2[N:8]=[C:9]([NH:20][CH2:21][C:22]3[CH:27]=[CH:26][CH:25]=[CH:24][CH:23]=3)[C:10]3[CH:15]=[C:14]([C:16]([F:17])([F:18])[F:19])[S:13][C:11]=3[N:12]=2)[CH:5]=[N:4][CH:3]=[N:2]1. Procedure: Following the procedure of Example 97, the reaction of 1,2,4-triazole with 2-chloro-6-trifluoromethyl-4-benzylamino-thieno-[2,3-d]-pyrimidine gives 2-(1,2,4-triazol-1-yl)-6-trifluoromethyl-4-benzylamino-thieno-[2,3-d]-pyrimidine. Starting materials: [N+](=O)([O-])C1=CC=C(C=C1)S(=O)(=O)N (p-nitrobenzenesulfonamide), S(=O)(Cl)Cl (thionyl chloride), [Cl-].[Na+] (sodium chloride), [H-].[Na+] (sodium hydride), C(CCCCCCCCCCCCCCC)NC1=CC=C(C(=O)O)C=C1 (p-hexadecylaminobenzoic acid), [Cl-].[Na+] (sodium chloride). The solvent is CC(=O)N(C)C (dimethylacetamide), C(OC)COC (dimethoxyethane), CC(=O)N(C)C (dimethylacetamide), O (water), C(C)(=O)OCC (ethyl acetate), C(Cl)Cl (methylene chloride), C(Cl)Cl (methylene chloride), CC(=O)C (acetone). Yields the product C(CCCCCCCCCCCCCCC)NC1=CC=C(C(=O)NS(=O)(=O)C2=CC=C(C=C2)[N+](=O)[O-])C=C1 (p-hexadecylamino-N-(p-nitrophenylsulfonyl)benzamide). RXN SMILES: [N+:1]([C:4]1[CH:9]=[CH:8][C:7]([S:10]([NH2:13])(=[O:12])=[O:11])=[CH:6][CH:5]=1)([O-:3])=[O:2].[H-].[Na+].[CH2:16]([NH:32][C:33]1[CH:41]=[CH:40][C:36]([C:37](O)=[O:38])=[CH:35][CH:34]=1)[CH2:17][CH2:18][CH2:19][CH2:20][CH2:21][CH2:22][CH2:23][CH2:24][CH2:25][CH2:26][CH2:27][CH2:28][CH2:29][CH2:30][CH3:31].S(Cl)(Cl)=O.[Cl-].[Na+]>CC(C)=O.C(OCC)(=O)C.C(Cl)Cl.C(COC)OC.CC(N(C)C)=O.O>[CH2:16]([NH:32][C:33]1[CH:34]=[CH:35][C:36]([C:37]([NH:13][S:10]([C:7]2[CH:6]=[CH:5][C:4]([N+:1]([O-:3])=[O:2])=[CH:9][CH:8]=2)(=[O:11])=[O:12])=[O:38])=[CH:40][CH:41]=1)[CH2:17][CH2:18][CH2:19][CH2:20][CH2:21][CH2:22][CH2:23][CH2:24][CH2:25][CH2:26][CH2:27][CH2:28][CH2:29][CH2:30][CH3:31] |f:1.2,5.6|. Reported procedure: A solution of 40.4 g. of p-nitrobenzenesulfonamide in 250 ml. of dry dimethylacetamide is added dropwise, over 30 minutes, to a stirred and cooled (water bath) suspension of 5.5 g. of sodium hydride in 100 ml. of dry dimethylacetamide. The resulting dark solution is stirred for a further 30 minutes at room temperature. In the meantime, a mixture of 36.2 g. of p-hexadecylaminobenzoic acid in 1200 ml. of methylene chloride, 300 ml. of dimethoxyethane, and 40 ml. of thionyl chloride is refluxed for... The reactants are CC(=O)c1ccc(NS(C)(=O)=O)c(Sc2ccc(F)cc2F)c1, CS(=O)(=O)Nc1ccccc1, CCO, Cl, NNC(N)=O, c1ccncc1. The product is CC(=NNC(N)=O)c1ccc(NS(C)(=O)=O)c(Sc2ccc(F)cc2F)c1. Reaction SMILES: [C:12]([CH3:13])(=[O:14])[c:15]1[cH:16][c:17]([S:26][c:27]2[c:28]([F:34])[cH:29][c:30]([F:33])[cH:31][cH:32]2)[c:18]([NH:19][S:20](=[O:21])(=[O:22])[CH3:23])[cH:24][cH:25]1.[CH3:1][S:2]([NH:3][c:4]1[cH:5][cH:6][cH:7][cH:8][cH:9]1)(=[O:10])=[O:11].[CH3:47][CH2:48][OH:49].[ClH:35].[NH2:36][NH:37][C:38](=[O:39])[NH2:40].[cH:41]1[cH:42][cH:43][n:44][cH:45][cH:46]1>>[C:12]([CH3:13])([c:15]1[cH:16][c:17]([S:26][c:27]2[c:28]([F:34])[cH:29][c:30]([F:33])[cH:31][cH:32]2)[c:18]([NH:19][S:20](=[O:21])(=[O:22])[CH3:23])[cH:24][cH:25]1)=[N:36][NH:37][C:38](=[O:39])[NH2:40]. The reactants are CCOC(=O)C(C)(C)Oc1ccc(OCCc2nc(-c3ccccc3)oc2C)cc1, CO, [Na+], [OH-]. Product: Cc1oc(-c2ccccc2)nc1CCOc1ccc(OC(C)(C)C(=O)O)cc1. Reaction SMILES: [CH2:1]([CH3:2])[O:3][C:4]([C:5]([CH3:6])([O:7][c:8]1[cH:9][cH:10][c:11]([O:14][CH2:15][CH2:16][c:17]2[n:18][c:19](-[c:23]3[cH:24][cH:25][cH:26][cH:27][cH:28]3)[o:20][c:21]2[CH3:22])[cH:12][cH:13]1)[CH3:29])=[O:30].[CH3:33][OH:34].[Na+:32].[OH-:31]>>[O:3]=[C:4]([C:5]([CH3:6])([O:7][c:8]1[cH:9][cH:10][c:11]([O:14][CH2:15][CH2:16][c:17]2[n:18][c:19](-[c:23]3[cH:24][cH:25][cH:26][cH:27][cH:28]3)[o:20][c:21]2[CH3:22])[cH:12][cH:13]1)[CH3:29])[OH:30]. Reactants: C1(=CC=C(C=C1)S(=O)(=O)Cl)C (p-toluenesulfonyl chloride), OCCCOC1=C(C=CC=C1)NC(C)=O (N-[2-(3-hydroxypropoxy)phenyl]-acetamide), S(=O)(=O)(C1=CC=C(C)C=C1)Cl (tosyl chloride). Solvent: N1=CC=CC=C1 (pyridine). Reaction conditions: time 16 hour. Yields the product C1(=CC=CC=C1)S(=O)(=O)OCCCOC1=C(C=CC=C1)NC(C)=O (N-[2-(3-phenylsulfonyloxypropoxy)phenyl]acetamide). Reaction SMILES: [OH:1][CH2:2][CH2:3][CH2:4][O:5][C:6]1[CH:11]=[CH:10][CH:9]=[CH:8][C:7]=1[NH:12][C:13](=[O:15])[CH3:14].[C:16]1(C)[CH:21]=[CH:20][C:19]([S:22](Cl)(=[O:24])=[O:23])=[CH:18][CH:17]=1>N1C=CC=CC=1>[C:19]1([S:22]([O:1][CH2:2][CH2:3][CH2:4][O:5][C:6]2[CH:11]=[CH:10][CH:9]=[CH:8][C:7]=2[NH:12][C:13](=[O:15])[CH3:14])(=[O:24])=[O:23])[CH:20]=[CH:21][CH:16]=[CH:17][CH:18]=1. Procedure: To a solution of N-[2-(3-hydroxypropoxy)phenyl]-acetamide (Example 113) (7.5 g, 36 mmol) in pyridine (90 ml), cooled to 0° C., was added p-toluenesulfonyl chloride (13.6 g, 56 mmol). After the tosyl chloride went into solution, the reaction was then allowed to stand at 5° C. for 16 hours. The reaction was poured onto ice, and a brown oil settled. The aqueous supernatant was decanted from the oil, and the residual oil taken up in diethyl ether. The diethyl ether was washed with cold (5° C.) 3N HC... The reactants are C1CCNCC1, COc1ccc(-c2n[nH]cc2C=O)cc1, CC(C)O, NC(=O)c1cc2c(s1)NC(=O)C2. The product is COc1ccc(-c2n[nH]cc2C=C2C(=O)Nc3sc(C(N)=O)cc32)cc1. Reaction SMILES: [CH2:28]1[CH2:29][CH2:30][NH:31][CH2:32][CH2:33]1.[CH3:13][O:14][c:15]1[cH:16][cH:17][c:18](-[c:21]2[n:22][nH:23][cH:24][c:25]2[CH:26]=[O:27])[cH:19][cH:20]1.[CH3:34][CH:35]([OH:36])[CH3:37].[O:1]=[C:2]1[CH2:3][c:4]2[c:5]([s:7][c:8]([C:10](=[O:11])[NH2:12])[cH:9]2)[NH:6]1>>[O:1]=[C:2]1[C:3](=[CH:26][c:25]2[c:21](-[c:18]3[cH:17][cH:16][c:15]([O:14][CH3:13])[cH:20][cH:19]3)[n:22][nH:23][cH:24]2)[c:4]2[c:5]([s:7][c:8]([C:10](=[O:11])[NH2:12])[cH:9]2)[NH:6]1.